From a dataset of the Open Reaction Database (ORD), a public repository of structured organic reaction records. describe an organic reaction: reactants, conditions, products, and yield Starting materials: O=CC(=O)O, C1CCOC1, Cc1ccc(Cl)c(Nc2ccccc2CON)c1Cl, O=C(O)CC(O)(CC(=O)O)C(=O)O. Yields the product Cc1ccc(Cl)c(Nc2ccccc2CON=CC(=O)O)c1Cl. Reaction SMILES: [C:20]([CH:21]=[O:22])(=[O:23])[OH:24].[CH2:25]1[O:26][CH2:27][CH2:28][CH2:29]1.[Cl:1][c:2]1[c:3]([NH:10][c:11]2[c:12]([CH2:17][O:18][NH2:19])[cH:13][cH:14][cH:15][cH:16]2)[c:4]([Cl:9])[cH:5][cH:6][c:7]1[CH3:8].[OH:30][C:31]([CH2:32][C:33]([C:34](=[O:35])[OH:36])([CH2:37][C:38](=[O:39])[OH:40])[OH:41])=[O:42]>>[Cl:1][c:2]1[c:3]([NH:10][c:11]2[c:12]([CH2:17][O:18][N:19]=[CH:21][C:20](=[O:23])[OH:24])[cH:13][cH:14][cH:15][cH:16]2)[c:4]([Cl:9])[cH:5][cH:6][c:7]1[CH3:8]. The reactants are CN(Cc1ccccc1)c1cc(Br)nc(Oc2cccc(C(F)(F)F)c2)c1, CCOC(C)=O, [Li]CCCC, CCOCC, Cl, O=C=O, O. The product is CN(Cc1ccccc1)c1cc(Oc2cccc(C(F)(F)F)c2)nc(C(=O)O)c1. As a reaction SMILES: [Br:1][c:2]1[n:3][c:4]([O:17][c:18]2[cH:19][c:20]([C:24]([F:25])([F:26])[F:27])[cH:21][cH:22][cH:23]2)[cH:5][c:6]([N:8]([CH2:9][c:10]2[cH:11][cH:12][cH:13][cH:14][cH:15]2)[CH3:16])[cH:7]1.[C:38]([O:39][CH2:40][CH3:41])(=[O:42])[CH3:43].[CH2:28]([Li:29])[CH2:30][CH2:31][CH3:32].[CH3:44][CH2:45][O:46][CH2:47][CH3:48].[ClH:36].[O:33]=[C:34]=[O:35].[OH2:37]>>[c:2]1([C:34](=[O:33])[OH:35])[n:3][c:4]([O:17][c:18]2[cH:19][c:20]([C:24]([F:25])([F:26])[F:27])[cH:21][cH:22][cH:23]2)[cH:5][c:6]([N:8]([CH2:9][c:10]2[cH:11][cH:12][cH:13][cH:14][cH:15]2)[CH3:16])[cH:7]1. The reactants are Cc1cc(Br)ccc1C1=NC(C)(C)CO1, [Li]CCCC, CCCCCC, O=C1CCCCC1, C1CCOC1, O. Yields the product Cc1cc(C2(O)CCCCC2)ccc1C1=NC(C)(C)CO1. As a reaction SMILES: [Br:1][c:2]1[cH:3][c:4]([CH3:15])[c:5]([C:8]2=[N:12][C:11]([CH3:13])([CH3:14])[CH2:10][O:9]2)[cH:6][cH:7]1.[CH2:16]([Li:17])[CH2:18][CH2:19][CH3:20].[CH3:34][CH2:35][CH2:36][CH2:37][CH2:38][CH3:39].[O:21]=[C:22]1[CH2:23][CH2:24][CH2:25][CH2:26][CH2:27]1.[O:29]1[CH2:30][CH2:31][CH2:32][CH2:33]1.[OH2:28]>>[c:2]1([C:22]2([OH:21])[CH2:23][CH2:24][CH2:25][CH2:26][CH2:27]2)[cH:3][c:4]([CH3:15])[c:5]([C:8]2=[N:12][C:11]([CH3:13])([CH3:14])[CH2:10][O:9]2)[cH:6][cH:7]1. Starting materials: C([O-])([O-])=O.[Na+].[Na+] (sodium carbonate), C(C1=CC=CC=C1)OC1=CC(=NC2=CC(=CC(=C12)Cl)Cl)C(=O)O (4-benzyloxy-5,7-dichloroquinoline-2-carboxylic acid), S(=O)(Cl)Cl (thionyl chloride), C(C)N(CCO)CC (N,N-diethylethanolamine). Run in O1CCCC1 (tetrahydrofuran). Product: C(C1=CC=CC=C1)OC1=CC(=NC2=CC(=CC(=C12)Cl)Cl)C(=O)OCCN(CC)CC (2-diethylaminoethyl 4-benzyloxy-5,7-dichloroquinoline-2-carboxylate). RXN SMILES: [CH2:1]([O:8][C:9]1[C:18]2[C:13](=[CH:14][C:15]([Cl:20])=[CH:16][C:17]=2[Cl:19])[N:12]=[C:11]([C:21]([OH:23])=[O:22])[CH:10]=1)[C:2]1[CH:7]=[CH:6][CH:5]=[CH:4][CH:3]=1.S(Cl)(Cl)=O.[CH2:28]([N:30]([CH2:34][CH3:35])[CH2:31][CH2:32]O)[CH3:29].C(=O)([O-])[O-].[Na+].[Na+]>O1CCCC1>[CH2:1]([O:8][C:9]1[C:18]2[C:13](=[CH:14][C:15]([Cl:20])=[CH:16][C:17]=2[Cl:19])[N:12]=[C:11]([C:21]([O:23][CH2:29][CH2:28][N:30]([CH2:34][CH3:35])[CH2:31][CH3:32])=[O:22])[CH:10]=1)[C:2]1[CH:7]=[CH:6][CH:5]=[CH:4][CH:3]=1 |f:3.4.5|. Procedure details: To 4-benzyloxy-5,7-dichloroquinoline-2-carboxylic acid (1.7 g), was added thionyl chloride (10 ml) and the mixture was heated to reflux for 2 hours. The mixture was cooled to room temperature, excess thionyl chloride removed under reduced pressure to give an off white solid, to which was added dry tetrahydrofuran (20 ml). The solution was cooled to 0° C. and N,N-diethylethanolamine (2.1 ml) added dropwise. The reaction was left to warm to room temperature over 1 hour, poured into 10% sodium carb... The reactants are FC=1C=C(C=CC1OC)C1=C(C2=C(S1)C=C(C=C2)OC)C(=O)C2=CC=C(C=C2)OCCN2CCCCC2 ([2-(3-fluoro-4-methoxyphenyl)-6-methoxybenzo[b]thien-3-yl][4-[2-(1-piperidinyl)ethoxy]phenyl]methanone), C(C)S (ethanethiol), [Cl-].[Al+3].[Cl-].[Cl-] (aluminum chloride). Run in C(Cl)Cl (CH2Cl2). The product is FC=1C=C(C=CC1O)C1=C(C2=C(S1)C=C(C=C2)O)C(=O)C2=CC=C(C=C2)OCCN2CCCCC2 ([2-(3-fluoro-4-hydroxyphenyl)-6-hydroxybenzo[b]thien-3-yl][4-[2-(1-piperidinyl)ethoxy]phenyl]methanone). Isolated yield 39.1%. RXN SMILES: [F:1][C:2]1[CH:3]=[C:4]([C:10]2[S:14][C:13]3[CH:15]=[C:16]([O:19]C)[CH:17]=[CH:18][C:12]=3[C:11]=2[C:21]([C:23]2[CH:28]=[CH:27][C:26]([O:29][CH2:30][CH2:31][N:32]3[CH2:37][CH2:36][CH2:35][CH2:34][CH2:33]3)=[CH:25][CH:24]=2)=[O:22])[CH:5]=[CH:6][C:7]=1[O:8]C.C(S)C.[Cl-].[Al+3].[Cl-].[Cl-]>C(Cl)Cl>[F:1][C:2]1[CH:3]=[C:4]([C:10]2[S:14][C:13]3[CH:15]=[C:16]([OH:19])[CH:17]=[CH:18][C:12]=3[C:11]=2[C:21]([C:23]2[CH:28]=[CH:27][C:26]([O:29][CH2:30][CH2:31][N:32]3[CH2:37][CH2:36][CH2:35][CH2:34][CH2:33]3)=[CH:25][CH:24]=2)=[O:22])[CH:5]=[CH:6][C:7]=1[OH:8] |f:2.3.4.5|. Procedure details: A solution of the product of Example 1 (0.65 g, 1.25 mmol), ethanethiol (0.46 mL, 6.32 mmol), and aluminum chloride (1.17 g, 8.78 mmol) in anhydrous CH2Cl2 (20 mL) was stirred for 3.5 h. The mixture was quenched with saturated sodium bicarbonate and extracted with ethyl acetate. The organic layer was washed with saturated sodium bicaronate and brine, dried (sodium sulfate), and concentrated. The residue was purified by chromatography (silica gel, 5-10% MeOH in CH2Cl2) and crystallized from MeOH/... The reactants are COC(=O)C=1C=CC=C2CCN(CC12)CC1COC2=C(O1)C=CC=C2 (2-(2,3-dihydrobenzo-[1,4]dioxin-2-ylmethyl)-1,2,3,4-tetrahydroisoquinoline-8-carboxylic acid methyl ester), [H-].[H-].[H-].[H-].[Li+].[Al+3] (LiAlH4), O (Water). Solvent: C1CCOC1 (THF). Run at temperature 80 celsius. The product is O1C(COC2=C1C=CC=C2)CN2CC1=C(C=CC=C1CC2)CO ([2-(2,3-Dihydrobenzo[1,4]dioxin-2-ylmethyl)-1,2,3,4-tetrahydroisoquinolin-8-yl]methanol). As a reaction SMILES: [H-].[H-].[H-].[H-].[Li+].[Al+3].C[O:8][C:9]([C:11]1[CH:12]=[CH:13][CH:14]=[C:15]2[C:20]=1[CH2:19][N:18]([CH2:21][CH:22]1[O:27][C:26]3[CH:28]=[CH:29][CH:30]=[CH:31][C:25]=3[O:24][CH2:23]1)[CH2:17][CH2:16]2)=O.O>C1COCC1>[O:27]1[C:26]2[CH:28]=[CH:29][CH:30]=[CH:31][C:25]=2[O:24][CH2:23][CH:22]1[CH2:21][N:18]1[CH2:17][CH2:16][C:15]2[C:20](=[C:11]([CH2:9][OH:8])[CH:12]=[CH:13][CH:14]=2)[CH2:19]1 |f:0.1.2.3.4.5|. Reported procedure: To a suspension of LiAlH4 (0.20 g, 5.44 mmol) in dry THF (10 ml) was added 2-(2,3-dihydrobenzo-[1,4]dioxin-2-ylmethyl)-1,2,3,4-tetrahydroisoquinoline-8-carboxylic acid methyl ester (0.18 g, 0.54 mmol). The reaction mixture was heated under microwaves at 80° C. for 10 min. Water (10 ml) was slowly added under cooling followed by extraction with EtOAc (3×5 ml). The combined organic phases were dried (Na2SO4), filtered and the filtrate was evaporated to give the title compound, which was purified b... Reactants: [Cl-] (chloride), OC1(CC=CC2=CC(CCC12C)=O)C=C (1-hydroxy-8a-methyl-1-vinyl-1,2,6,7,8,8a-hexahydro-6-naphthalenone), C([O-])(O)=O.[Na+] (sodium bicarbonate), S(=O)(Cl)Cl (thionyl chloride). Solvent: C(Cl)Cl (methylene chloride), O (water), N1=CC=CC=C1 (pyridine), C(Cl)Cl (methylene chloride). Run at time 5 minute. Yields the product ClCC=C1CC=CC2=CC(CCC12C)=O (1-(2-chloroethylidene)-8a-methyl-1,2,6,7,8,8a-hexahydro-6-naphthalenone). As a reaction SMILES: O[C:2]1([CH:14]=[CH2:15])[C:11]2([CH3:12])[C:6](=[CH:7][C:8](=[O:13])[CH2:9][CH2:10]2)[CH:5]=[CH:4][CH2:3]1.S(Cl)([Cl:18])=O.C(=O)(O)[O-].[Na+].[Cl-]>C(Cl)Cl.O.N1C=CC=CC=1>[Cl:18][CH2:15][CH:14]=[C:2]1[C:11]2([CH3:12])[C:6](=[CH:7][C:8](=[O:13])[CH2:9][CH2:10]2)[CH:5]=[CH:4][CH2:3]1 |f:2.3|. Procedure: To a solution of 1-hydroxy-8a-methyl-1-vinyl-1,2,6,7,8,8a-hexahydro-6-naphthalenone (0.204 g.) in anhydrous methylene chloride (20 ml.) was added 0.5 ml. of pyridine. The reaction mixture was cooled in an ice-bath and thionyl chloride (150 mg.) was added. After 5 minutes, the reaction mixture was diluted with methylene chloride (20 ml.) and water (10 ml.) and neutralized with saturated sodium bicarbonate solution (5 ml.). The aqueous layer was extracted with methylene chloride (3×25 ml.) and the...